This data is from the Open Reaction Database (ORD), a public repository of structured organic reaction records. The task is: describe an organic reaction: reactants, conditions, products, and yield The reactants are Nc1cc(Cl)c(Cl)cc1Cl, Nc1cc(Cl)c(Cl)cc1Cl, O=S(=O)(O)O, O=S(=O)(O)O. The product is Oc1cc(Cl)c(Cl)cc1Cl. RXN SMILES: [Cl:1][c:2]1[c:3]([NH2:4])[cH:5][c:6]([Cl:10])[c:7]([Cl:9])[cH:8]1.[Cl:21][c:22]1[cH:23][c:24]([Cl:25])[c:26]([Cl:27])[cH:28][c:29]1[NH2:30].[S:11]([OH:12])(=[O:13])(=[O:14])[OH:15].[S:16]([OH:17])([OH:18])(=[O:19])=[O:20]>>[Cl:1][c:2]1[c:3]([OH:12])[cH:5][c:6]([Cl:10])[c:7]([Cl:9])[cH:8]1. Reactants: CO, COC(=O)CCCC(OC)OC, [Na+], [OH-]. The product is COC(CCCC(=O)O)OC. As a reaction SMILES: [CH3:15][OH:16].[CH3:1][O:2][CH:3]([CH2:4][CH2:5][CH2:6][C:7](=[O:8])[O:9][CH3:10])[O:11][CH3:12].[Na+:14].[OH-:13]>>[CH3:1][O:2][CH:3]([CH2:4][CH2:5][CH2:6][C:7](=[O:8])[OH:9])[O:11][CH3:12]. The reactants are CCCCCCCCCCC#Cc1ccc(CN(Cc2ccc(C(F)(F)F)cc2)C(=O)C(=O)OCC)cc1, CCOC(C)=O. Yields the product CCCCCCCCCCCCc1ccc(CN(Cc2ccc(C(F)(F)F)cc2)C(=O)C(=O)OCC)cc1. RXN SMILES: [C:1](#[C:2][CH2:3][CH2:4][CH2:5][CH2:6][CH2:7][CH2:8][CH2:9][CH2:10][CH2:11][CH3:12])[c:13]1[cH:14][cH:15][c:16]([CH2:17][N:18]([CH2:19][c:20]2[cH:21][cH:22][c:23]([C:26]([F:27])([F:28])[F:29])[cH:24][cH:25]2)[C:30]([C:31](=[O:32])[O:33][CH2:34][CH3:35])=[O:36])[cH:37][cH:38]1.[CH3:39][CH2:40][O:41][C:42]([CH3:43])=[O:44]>>[CH2:1]([CH2:2][CH2:3][CH2:4][CH2:5][CH2:6][CH2:7][CH2:8][CH2:9][CH2:10][CH2:11][CH3:12])[c:13]1[cH:14][cH:15][c:16]([CH2:17][N:18]([CH2:19][c:20]2[cH:21][cH:22][c:23]([C:26]([F:27])([F:28])[F:29])[cH:24][cH:25]2)[C:30]([C:31](=[O:32])[O:33][CH2:34][CH3:35])=[O:36])[cH:37][cH:38]1. Reaction SMILES: [C:52](=[O:53])([OH:54])[O-:55].[CH2:57]1[O:58][CH2:59][CH2:60][CH2:61]1.[CH3:35][CH2:36][CH2:37][CH2:38][N+:39]([CH2:40][CH2:41][CH2:42][CH3:43])([CH2:44][CH2:45][CH2:46][CH3:47])[CH2:48][CH2:49][CH2:50][CH3:51].[F-:34].[Na+:56].[c:1]1([C:7](=[CH2:8])[c:9]2[cH:10][cH:11][c:12]3[c:13]([CH:26]=[CH:27][c:28]4[cH:29][cH:30][cH:31][cH:32][cH:33]4)[n:14][n:15]([CH2:18][O:19][CH2:20][CH2:21][Si:22]([CH3:23])([CH3:24])[CH3:25])[c:16]3[cH:17]2)[cH:2][cH:3][cH:4][cH:5][cH:6]1>>[c:1]1([C:7](=[CH2:8])[c:9]2[cH:10][cH:11][c:12]3[c:13]([CH:26]=[CH:27][c:28]4[cH:29][cH:30][cH:31][cH:32][cH:33]4)[n:14][nH:15][c:16]3[cH:17]2)[cH:2][cH:3][cH:4][cH:5][cH:6]1. Product: C=C(c1ccccc1)c1ccc2c(C=Cc3ccccc3)n[nH]c2c1. Starting materials: O=C([O-])O, C1CCOC1, CCCC[N+](CCCC)(CCCC)CCCC, [F-], [Na+], C=C(c1ccccc1)c1ccc2c(C=Cc3ccccc3)nn(COCC[Si](C)(C)C)c2c1. The reactants are BrCC1=CC=C(C(=O)OC)C=C1 (methyl 4-bromomethylbenzoate), C[C@@H]1NC(OC1)=O ((S)-4-methyloxazolidin-2-one). Product: C[C@@H]1N(C(OC1)=O)CC1=CC=C(C(=O)OC)C=C1 (methyl (S)-4-(4-methyl-2-oxooxazolidin-3-ylmethyl)benzoate). Isolated yield 80.9%. As a reaction SMILES: Br[CH2:2][C:3]1[CH:12]=[CH:11][C:6]([C:7]([O:9][CH3:10])=[O:8])=[CH:5][CH:4]=1.[CH3:13][C@H:14]1[CH2:18][O:17][C:16](=[O:19])[NH:15]1>>[CH3:13][C@H:14]1[CH2:18][O:17][C:16](=[O:19])[N:15]1[CH2:2][C:3]1[CH:12]=[CH:11][C:6]([C:7]([O:9][CH3:10])=[O:8])=[CH:5][CH:4]=1. Procedure details: Using methyl 4-bromomethylbenzoate (500 mg) and (S)-4-methyloxazolidin-2-one (243 mg) and by the reaction and treatment in the same manner as in Preparation Example 42, the title compound (440 mg) was obtained. RXN SMILES: [Cl:1][CH2:2][CH2:3][CH2:4][CH2:5][O:6][C:7]1[CH:12]=[CH:11][C:10]([NH2:13])=[C:9]([CH2:14][S:15]([C:18]2[C:27]3[C:22](=[CH:23][CH:24]=[CH:25][CH:26]=3)[CH:21]=[CH:20][CH:19]=2)(=[O:17])=[O:16])[CH:8]=1.Cl.[N:29]([O-])=O.[Na+].C(=O)(O)[O-].[Na+]>C1COCC1.O>[Cl:1][CH2:2][CH2:3][CH2:4][CH2:5][O:6][C:7]1[CH:8]=[C:9]2[C:10](=[CH:11][CH:12]=1)[NH:13][N:29]=[C:14]2[S:15]([C:18]1[C:27]2[C:22](=[CH:23][CH:24]=[CH:25][CH:26]=2)[CH:21]=[CH:20][CH:19]=1)(=[O:17])=[O:16] |f:2.3,4.5|. The reactants are ClCCCCOC1=CC(=C(C=C1)N)CS(=O)(=O)C1=CC=CC2=CC=CC=C12 (4-(4-chloro-butoxy)-2-(naphthalene-1-sulfonylmethyl)-phenyl amine), Cl (HCl), N(=O)[O-].[Na+] (sodium nitrite), C([O-])(O)=O.[Na+] (sodium bicarbonate). Conditions: temperature 3 celsius. Procedure: A mixture of 4-(4-chloro-butoxy)-2-(naphthalene-1-sulfonylmethyl)-phenyl amine (1.54 g, 3.8 mmoles) in THF (7 mL), and 4M HCl (15 mL) was stirred in a round bottom flask, under nitrogen, at 3° C. A solution of sodium nitrite (0.34 g, 4.0 mmoles) in H2O (1 mL) was added dropwise. The reaction mixture was poured into a cold solution of saturated sodium bicarbonate (100 mL) and extracted with EtOAc. Compound was dried over Na2SO4, and concentrated under vacuum to afford the title compound as an off... The product is ClCCCCOC=1C=C2C(=NNC2=CC1)S(=O)(=O)C1=CC=CC2=CC=CC=C12 (5-(4-Chloro-butoxy)-3-(naphthalene-1-sulfonyl)-1-H-indazole), solid. Solvent: C1CCOC1 (THF), O (H2O). Isolated yield 98.7%. The reactants are C(C)(C)(C)OC(=O)N1C=CC2=C3CC(NC3=CC=C21)C(=O)N2C=CC1=C3CC(NC3=CC=C12)C(=O)OCCC1=CC=C(C=C1)[N+](=O)[O-] (2-(4-Nitrophenyl)ethyl 3-({3-[(tert-butyl)oxycarbonyl]pyrrolo[4,5-e]indolin-7-yl}carbonyl)pyrrolo[4,5-e]indoline-7-carboxylate), C([O-])(O)=O.[Na+] (sodium bicarbonate). Solvent: FC(C(=O)O)(F)F (trifluoroacetic acid). Product: C1=CNC=2C1=C1CC(NC1=CC2)C(=O)N2C=CC1=C3CC(NC3=CC=C12)C(=O)OCCC1=CC=C(C=C1)[N+](=O)[O-] (2-(4-Nitrophenyl)ethyl 3-(pyrrolo[4,5-e]indolin-7-ylcarbonyl)pyrrolo[4,5-e]indoline-7-carboxylate). As a reaction SMILES: C(OC([N:8]1[C:19]2[C:11](=[C:12]3[C:16](=[CH:17][CH:18]=2)[NH:15][CH:14]([C:20]([N:22]2[C:33]4[C:25](=[C:26]5[C:30](=[CH:31][CH:32]=4)[NH:29][CH:28]([C:34]([O:36][CH2:37][CH2:38][C:39]4[CH:44]=[CH:43][C:42]([N+:45]([O-:47])=[O:46])=[CH:41][CH:40]=4)=[O:35])[CH2:27]5)[CH:24]=[CH:23]2)=[O:21])[CH2:13]3)[CH:10]=[CH:9]1)=O)(C)(C)C.C(=O)(O)[O-].[Na+]>FC(F)(F)C(O)=O>[CH:10]1[C:11]2=[C:12]3[C:16](=[CH:17][CH:18]=[C:19]2[NH:8][CH:9]=1)[NH:15][CH:14]([C:20]([N:22]1[C:33]2[C:25](=[C:26]4[C:30](=[CH:31][CH:32]=2)[NH:29][CH:28]([C:34]([O:36][CH2:37][CH2:38][C:39]2[CH:40]=[CH:41][C:42]([N+:45]([O-:47])=[O:46])=[CH:43][CH:44]=2)=[O:35])[CH2:27]4)[CH:24]=[CH:23]1)=[O:21])[CH2:13]3 |f:1.2|. Procedure details: 5 grams of 16 are placed in a flask. 100 mL of trifluoroacetic acid is added, and the mixture is stirred. After an hour, the acid is evaporated on a rotary evaporator and 100 mL saturated sodium bicarbonate solution and 100 mL of water are added. The mixture is agitated or sonicated for ˜½ hours, then filtered and washed with water and then methanol, and dried in vacuo. The material may be recrystallized. It is dissolved in a minimum amount of warm DMF, and then approximately a threefold portion... Starting materials: Cl(=O)[O-].[Na+] (sodium chlorite), P(=O)([O-])([O-])[O-].[Na+].[Na+].[Na+] (sodium phosphate), ClC1=C(C=C2C(=CNC2=C1)C=O)C1=CC=C(C=C1)C1N(CCC1)C(=O)OC(C)(C)C (tert-butyl 2-[4-(6-chloro-3-formyl-1H-indol-5-yl)phenyl]pyrrolidine-1-carboxylate), CC(C)=CC (2-methyl-2-butene), S(=O)([O-])[O-].[Na+].[Na+] (sodium sulfite). Solvent: O (water), C(C)(C)(C)O (t-butanol), C(C)#N (acetonitrile), O (water). Run at temperature 0 celsius, time 8 hour. Product: C(C)(C)(C)OC(=O)N1C(CCC1)C1=CC=C(C=C1)C=1C=C2C(=CNC2=CC1Cl)C(=O)O (5-{4-[1-(tert-butoxycarbonyl)pyrrolidin-2-yl]phenyl}-6-chloro-1H-indole-3-carboxylic acid). Isolated yield 84.2%. Reaction SMILES: [Cl:1][C:2]1[CH:10]=[C:9]2[C:5]([C:6]([CH:11]=[O:12])=[CH:7][NH:8]2)=[CH:4][C:3]=1[C:13]1[CH:18]=[CH:17][C:16]([CH:19]2[CH2:23][CH2:22][CH2:21][N:20]2[C:24]([O:26][C:27]([CH3:30])([CH3:29])[CH3:28])=[O:25])=[CH:15][CH:14]=1.CC(=CC)C.Cl([O-])=[O:37].[Na+].P([O-])([O-])([O-])=O.[Na+].[Na+].[Na+].S([O-])([O-])=O.[Na+].[Na+]>C(#N)C.O.C(O)(C)(C)C>[C:27]([O:26][C:24]([N:20]1[CH2:21][CH2:22][CH2:23][CH:19]1[C:16]1[CH:17]=[CH:18][C:13]([C:3]2[CH:4]=[C:5]3[C:9](=[CH:10][C:2]=2[Cl:1])[NH:8][CH:7]=[C:6]3[C:11]([OH:37])=[O:12])=[CH:14][CH:15]=1)=[O:25])([CH3:30])([CH3:29])[CH3:28] |f:2.3,4.5.6.7,8.9.10|. Reported procedure: The tert-butyl 2-[4-(6-chloro-3-formyl-1H-indol-5-yl)phenyl]pyrrolidine-1-carboxylate (160 mg, 0.377 mmol) was dissolved in acetonitrile (9 mL) and warm t-butanol (9 mL) followed by the addition of 2-methyl-2-butene (6.00 mL, 56.5 mmol) and cooled to 0° C. followed by the addition of an aqueous solution of sodium chlorite (763 mg, 11.3 mmol) and sodium phosphate (monobasic and monohydrate, 1.56 g, 11.3 mmol) in water (5 mL) dropwise via additional funnel. The ice bath was removed and the mixture...